From a dataset of the Open Reaction Database (ORD), a public repository of structured organic reaction records. describe an organic reaction: reactants, conditions, products, and yield Reactants: C([O-])(O)=O.[K+] (potassium bicarbonate), C(C(=O)OCC)(=O)OCC (diethyl oxalate), 50, C(=O)=O (carbon dioxide), O (water). Solvent: CC(=O)C (acetone). Run at temperature 40 celsius. Product: C(C(=O)[O-])(=O)OCC.[K+] (potassium monoethyl oxalate). Yield: 96.0%. Reaction SMILES: C(=O)(O)[O-].[K+:5].[C:6]([O:13]CC)(=[O:12])[C:7]([O:9][CH2:10][CH3:11])=[O:8].O.C(=O)=O>CC(C)=O>[C:7]([O:9][CH2:10][CH3:11])(=[O:8])[C:6]([O-:13])=[O:12].[K+:5] |f:0.1,6.7|. Procedure: A suspension of potassium bicarbonate (100 g; 1.00 mols) in diethyl oxalate (146.1 g; 1.00 mols) is added with water (26 g) and heated at a temperature of 50÷55° C. for 6÷8 hours until carbon dioxide evolution ceases. The suspension is cooled to 40° C., added with acetone (250 mL) and cooled to 15÷20° C. The resulting solid is filtered, washed with acetone (2×25 mL) and dried at 50° C. under vacuum to obtain potassium monoethyl oxalate (150.0 g, 99% purity, yield 96%). Starting materials: ClC1=NC=C(C(=O)N(C)OC)C=C1 (6-chloro-N-methoxy-N-methylnicotinamide), [Cl-].[NH4+] (ammonium chloride), IC1=CC=C(OC2OCCCC2)C=C1 (2-(4-Iodophenoxy)tetrahydro-2H-pyran), C(CCC)[Li] (n-butyllithium). Solvent: O1CCCC1 (tetrahydrofuran), O1CCCC1 (tetrahydrofuran). Conditions: temperature -78 celsius, time 0.5 hour. The product is ClC1=CC=C(C=N1)C(=O)C1=CC=C(C=C1)OC1OCCCC1 ((6-chloropyridin-3-yl)(4-(tetrahydro-2H-pyran-2-yloxy)-phenyl)methanone). Yield: 66.3%. Reaction SMILES: I[C:2]1[CH:14]=[CH:13][C:5]([O:6][CH:7]2[CH2:12][CH2:11][CH2:10][CH2:9][O:8]2)=[CH:4][CH:3]=1.C([Li])CCC.[Cl:20][C:21]1[CH:32]=[CH:31][C:24]([C:25](N(OC)C)=[O:26])=[CH:23][N:22]=1.[Cl-].[NH4+]>O1CCCC1>[Cl:20][C:21]1[N:22]=[CH:23][C:24]([C:25]([C:2]2[CH:14]=[CH:13][C:5]([O:6][CH:7]3[CH2:12][CH2:11][CH2:10][CH2:9][O:8]3)=[CH:4][CH:3]=2)=[O:26])=[CH:31][CH:32]=1 |f:3.4|. Procedure details: 2-(4-Iodophenoxy)tetrahydro-2H-pyran (18.2 g, 59.9 mmol) was dissolved in 100 mL dry tetrahydrofuran and cooled to −78° C. under nitrogen atmosphere, and then n-butyllithium was added dropwise to the solution. After addition, the solution was stirred at −78° C. for 0.5 h, 6-chloro-N-methoxy-N-methylnicotinamide (8.0 g, 39.9 mmol) in 50 mL tetrahydrofuran was added dropwise and keep the temperature under −78° C. for 2 h. 100 mL of saturated aqueous ammonium chloride was added. The mixture was ext... The reactants are OC1=C(C(=O)C2=C(C=C(C=C2)O)O)C=CC(=C1)O (2,2′,4,4′-tetrahydroxybenzophenone), C(C)(=O)[O-].[Na+] (sodium acetate), Cl.C(#N)C1=CC=C(C=C1)NN (4-cyanophenylhydrazine hydrochloride). The product is OC1=C(C=CC(=C1)O)C1=NN(C2=CC(=CC=C12)O)C1=CC=C(C#N)C=C1 (4-[3-(2,4-dihydroxyphenyl)-6-hydroxy-1H-indazol-1-yl]benzonitrile). The yield is 7.0%. RXN SMILES: O[C:2]1[CH:17]=[C:16]([OH:18])[CH:15]=[CH:14][C:3]=1[C:4]([C:6]1[CH:11]=[CH:10][C:9]([OH:12])=[CH:8][C:7]=1[OH:13])=O.C([O-])(=O)C.[Na+].Cl.[C:25]([C:27]1[CH:32]=[CH:31][C:30]([NH:33][NH2:34])=[CH:29][CH:28]=1)#[N:26]>>[OH:13][C:7]1[CH:8]=[C:9]([OH:12])[CH:10]=[CH:11][C:6]=1[C:4]1[C:3]2[C:2](=[CH:17][C:16]([OH:18])=[CH:15][CH:14]=2)[N:33]([C:30]2[CH:31]=[CH:32][C:27]([C:25]#[N:26])=[CH:28][CH:29]=2)[N:34]=1 |f:1.2,3.4|. Procedure details: Prepared according to Method B from 2,2′,4,4′-tetrahydroxybenzophenone (0.123 g, 0.5 mmol), sodium acetate (0.041 g, 0.5 mmol) and 4-cyanophenylhydrazine hydrochloride (0.085 g, 0.5 mmol) to give 0.012 g of product as a yellow solid MS (APCI) m/z 343 (M−.). Starting materials: ClC1=CC=C(C=C1)OC(N(C)C[C@@H]1CC[C@H](CC1)COCCCCBr)=O (trans-[4-(4-bromo-butoxymethyl)-cyclohexylmethyl]-methyl-carbamic acid 4-chloro-phenyl ester), C(C)NCCO (ethyl-(2-hydroxy-ethyl)-amine). Run in CN(C(C)=O)C (N,N-dimethylacetamide). Yields the product ClC1=CC=C(C=C1)OC(N(C)C[C@@H]1CC[C@H](CC1)COCCCCN(CCO)CC)=O (trans-(4-{4-[ethyl-(2-hydroxy-ethyl)-amino]-butoxymethyl}-cyclohexylmethyl)-methyl-carbamic acid 4-chloro-phenyl ester). As a reaction SMILES: [Cl:1][C:2]1[CH:7]=[CH:6][C:5]([O:8][C:9](=[O:26])[N:10]([CH2:12][C@H:13]2[CH2:18][CH2:17][C@H:16]([CH2:19][O:20][CH2:21][CH2:22][CH2:23][CH2:24]Br)[CH2:15][CH2:14]2)[CH3:11])=[CH:4][CH:3]=1.[CH2:27]([NH:29][CH2:30][CH2:31][OH:32])[CH3:28]>CN(C)C(=O)C>[Cl:1][C:2]1[CH:7]=[CH:6][C:5]([O:8][C:9](=[O:26])[N:10]([CH2:12][C@H:13]2[CH2:18][CH2:17][C@H:16]([CH2:19][O:20][CH2:21][CH2:22][CH2:23][CH2:24][N:29]([CH2:27][CH3:28])[CH2:30][CH2:31][OH:32])[CH2:15][CH2:14]2)[CH3:11])=[CH:4][CH:3]=1. Reported procedure: In analogy to the method described in example 12.1, trans-[4-(4-bromo-butoxymethyl)-cyclohexylmethyl]-methyl-carbamic acid 4-chloro-phenyl ester was reacted with ethyl-(2-hydroxy-ethyl)-amine in N,N-dimethylacetamide at 50° C. for 3 hours to yield trans-(4-{4-[ethyl-(2-hydroxy-ethyl)-amino]-butoxymethyl}-cyclohexylmethyl)-methyl-carbamic acid 4-chloro-phenyl ester as colorless viscous oil, MS: 455 (MH+, 1Cl). Starting materials: FC(C(=O)OI(OC(C(F)(F)F)=O)C1=CC=CC=C1)(F)F ([bis(trifluoroacetoxy)iodo]benzene), OC=1C=CC=C2C=CC(=NC12)C(=O)OCCCCCCCC (octyl 8-hydroxyquinoline-2-carboxylate). Solvent: CC#N.O (MeCN water), C(Cl)Cl (CH2Cl2), C(Cl)Cl (CH2Cl2). Reaction conditions: time 20 minute. Yields the product O=C1C=2C=CC(=NC2C(C=C1)=O)C(=O)OCCCCCCCC (octyl 5,8-dioxo-5,8-dihydroquinoline-2-carboxylate). Yield: 91.2%. RXN SMILES: FC(F)(F)C(OI(C1C=CC=CC=1)OC(=O)C(F)(F)F)=[O:4].[OH:22][C:23]1[CH:24]=[CH:25][CH:26]=[C:27]2[C:32]=1[N:31]=[C:30]([C:33]([O:35][CH2:36][CH2:37][CH2:38][CH2:39][CH2:40][CH2:41][CH2:42][CH3:43])=[O:34])[CH:29]=[CH:28]2>CC#N.O.C(Cl)Cl>[O:4]=[C:26]1[CH:25]=[CH:24][C:23](=[O:22])[C:32]2[N:31]=[C:30]([C:33]([O:35][CH2:36][CH2:37][CH2:38][CH2:39][CH2:40][CH2:41][CH2:42][CH3:43])=[O:34])[CH:29]=[CH:28][C:27]1=2 |f:2.3|. Reported procedure: To a stirred solution of [bis(trifluoroacetoxy)iodo]benzene (PIFA) (258 mg, 0.6 mmol) in MeCN/water 2:1 (3 ml) at 0° C. was added octyl 8-hydroxyquinoline-2-carboxylate (71 mg, 0.24 mmol) in CH2Cl2 (1 ml). The solution was stirred for 20 min, poured into CH2Cl2 (20 mL), washed with water and dried in vacuo to give octyl 5,8-dioxo-5,8-dihydroquinoline-2-carboxylate (69 mg, 90%). Reactants: ClCC=1N=NN(C1)CC (4-(chloromethyl)-1-ethyl-1H-1,2,3-triazole), C([O-])([O-])=O.[K+].[K+] (potassium carbonate), O=C1N(C(C2=C(N1)C=C(S2)C2=CC=CC=C2)=O)C2CCN(CC2)C(=O)OC(C)(C)C (tert-butyl 4-(2,4-dioxo-6-phenyl-1,4-dihydrothieno[3,2-d]pyrimidin-3(2H)-yl)piperidine-1-carboxylate). Run in CN(C)C=O (DMF). The product is C(C)N1N=NC(=C1)CN1C(N(C(C2=C1C=C(S2)C2=CC=CC=C2)=O)C2CCN(CC2)C(=O)OC(C)(C)C)=O (tert-butyl 4-{1-[(1-ethyl-1H-1,2,3-triazol-4-yl)methyl]-2,4-dioxo-6-phenyl-1,4-dihydrothieno[3,2-d]pyrimidin-3(2H)-yl}piperidine-1-carboxylate). RXN SMILES: [O:1]=[C:2]1[NH:7][C:6]2[CH:8]=[C:9]([C:11]3[CH:16]=[CH:15][CH:14]=[CH:13][CH:12]=3)[S:10][C:5]=2[C:4](=[O:17])[N:3]1[CH:18]1[CH2:23][CH2:22][N:21]([C:24]([O:26][C:27]([CH3:30])([CH3:29])[CH3:28])=[O:25])[CH2:20][CH2:19]1.Cl[CH2:32][C:33]1[N:34]=[N:35][N:36]([CH2:38][CH3:39])[CH:37]=1.C(=O)([O-])[O-].[K+].[K+]>CN(C=O)C>[CH2:38]([N:36]1[CH:37]=[C:33]([CH2:32][N:7]2[C:6]3[CH:8]=[C:9]([C:11]4[CH:16]=[CH:15][CH:14]=[CH:13][CH:12]=4)[S:10][C:5]=3[C:4](=[O:17])[N:3]([CH:18]3[CH2:23][CH2:22][N:21]([C:24]([O:26][C:27]([CH3:30])([CH3:29])[CH3:28])=[O:25])[CH2:20][CH2:19]3)[C:2]2=[O:1])[N:34]=[N:35]1)[CH3:39] |f:2.3.4|. Reported procedure: According to GP1 tert-butyl 4-(2,4-dioxo-6-phenyl-1,4-dihydrothieno[3,2-d]pyrimidin-3(2H)-yl)piperidine-1-carboxylate (1.88 g; compound B50) is reacted with 4-(chloromethyl)-1-ethyl-1H-1,2,3-triazole (827 mg; compound D21) in the presence of potassium carbonate (1.22 mg) in DMF (30 ml). Using WU2 the title compound is obtained after flash column chromatography [silica gel, eluent: cyclohexane/EtOAc, 1/1 (v/v)] as a solid.